This data is from the Open Reaction Database (ORD), a public repository of structured organic reaction records. The task is: describe an organic reaction: reactants, conditions, products, and yield RXN SMILES: [F:1][CH:2]([F:22])[O:3][C:4]1[CH:12]=[CH:11][C:10]([B:13]2[O:17][C:16]([CH3:19])([CH3:18])[C:15]([CH3:21])([CH3:20])[O:14]2)=[CH:9][C:5]=1[C:6]([NH2:8])=[O:7].Br[C:24]1C=CC(OC(F)F)=C(C=1)C(NC)=O>>[F:22][CH:2]([F:1])[O:3][C:4]1[CH:12]=[CH:11][C:10]([B:13]2[O:17][C:16]([CH3:18])([CH3:19])[C:15]([CH3:21])([CH3:20])[O:14]2)=[CH:9][C:5]=1[C:6]([NH:8][CH3:24])=[O:7]. Procedure details: 2-Difluoromethoxy-N-methyl-5-(4,4,5,5-tetramethyl-[1,3,2]dioxaborolan-2-yl)-benzamide was prepared in a similar way as 2-Difluoromethoxy-5-(4,4,5,5-tetramethyl -[1,3,2]dioxaborolan-2-yl)-benzamide using 5-bromo-2-difluoromethoxy-N-methyl-benzamide as the starting material. Starting materials: FC(OC1=C(C(=O)N)C=C(C=C1)B1OC(C(O1)(C)C)(C)C)F (2-Difluoromethoxy-5-(4,4,5,5-tetramethyl -[1,3,2]dioxaborolan-2-yl)-benzamide), BrC=1C=CC(=C(C(=O)NC)C1)OC(F)F (5-bromo-2-difluoromethoxy-N-methyl-benzamide). Yields the product FC(OC1=C(C(=O)NC)C=C(C=C1)B1OC(C(O1)(C)C)(C)C)F (2-Difluoromethoxy-N-methyl-5-(4,4,5,5-tetramethyl-[1,3,2]dioxaborolan-2-yl)-benzamide). Yields the product CN(C1CN(CC1)C1=CC=C(C=C1)NC(C1=CN=C(C=C1)OC1=CC=C(C=C1)F)=O)C (N-[4-(3-Dimethylaminopyrrolidin-1-yl)phenyl]-6-(4-fluorophenoxy)nicotinamide). Run at temperature 140 celsius. Run in C(C)(=O)OCC (ethyl acetate), CN(C)C=O (DMF). Starting materials: O (water), C([O-])([O-])=O.[K+].[K+] (potassium carbonate), ClC1=NC=C(C(=O)NC2=CC=C(C=C2)N2CC(CC2)N(C)C)C=C1 (6-chloro-N-[4-(3-dimethylaminopyrrolidin-1-yl)phenyl]nicotinamide), FC1=CC=C(C=C1)O (4-fluorophenol). Reaction SMILES: C(=O)([O-])[O-].[K+].[K+].Cl[C:8]1[CH:30]=[CH:29][C:11]([C:12]([NH:14][C:15]2[CH:20]=[CH:19][C:18]([N:21]3[CH2:25][CH2:24][CH:23]([N:26]([CH3:28])[CH3:27])[CH2:22]3)=[CH:17][CH:16]=2)=[O:13])=[CH:10][N:9]=1.[F:31][C:32]1[CH:37]=[CH:36][C:35]([OH:38])=[CH:34][CH:33]=1.O>CN(C=O)C.C(OCC)(=O)C>[CH3:27][N:26]([CH3:28])[CH:23]1[CH2:24][CH2:25][N:21]([C:18]2[CH:19]=[CH:20][C:15]([NH:14][C:12](=[O:13])[C:11]3[CH:29]=[CH:30][C:8]([O:38][C:35]4[CH:36]=[CH:37][C:32]([F:31])=[CH:33][CH:34]=4)=[N:9][CH:10]=3)=[CH:16][CH:17]=2)[CH2:22]1 |f:0.1.2|. Reported procedure: 49 mg of potassium carbonate were added to a solution of 0.041 g of 6-chloro-N-[4-(3-dimethylaminopyrrolidin-1-yl)phenyl]nicotinamide and 4-fluorophenol (30 mg) in 0.8 ml of DMF, and the reaction was heated at 140° C. in a microwave apparatus for 90 minutes. After addition of water and ethyl acetate, the aqueous phase was extracted three times with ethyl acetate. The combined organic phases were dried over sodium sulfate, concentrated in vacuo and purified by preparative HPLC. This resulted in t... Reactants: N1CCCCC1 (Piperidine), BrCCC1=CNC2=CC=C(C=C12)F (3-(2-bromo-ethyl)-5-fluoro-1H-indole). Solvent: O1CCOCC1 (dioxane). Conditions: temperature 70 celsius, time 16 hour. Product: FC=1C=C2C(=CNC2=CC1)CCN1CCCCC1 (5-Fluoro-3-(2-(piperidin-1-yl)ethyl)-1H-indole). As a reaction SMILES: [NH:1]1[CH2:6][CH2:5][CH2:4][CH2:3][CH2:2]1.Br[CH2:8][CH2:9][C:10]1[C:18]2[C:13](=[CH:14][CH:15]=[C:16]([F:19])[CH:17]=2)[NH:12][CH:11]=1>O1CCOCC1>[F:19][C:16]1[CH:17]=[C:18]2[C:13](=[CH:14][CH:15]=1)[NH:12][CH:11]=[C:10]2[CH2:9][CH2:8][N:1]1[CH2:6][CH2:5][CH2:4][CH2:3][CH2:2]1. Procedure details: Piperidine (3.52 g, 4.08 ml, 41.3 mmol) was dissolved in abs dioxane (100 ml), 3-(2-bromo-ethyl)-5-fluoro-1H-indole (5.00 g, 20.7 mmol) was added at RT and the mixture was stirred at 70° C. for 16 h. The solution was concentrated, the residue was taken up in CHCl3 (150 ml) and the mixture was washed with water (2×50 ml). The organic phase was dried over Na2SO4, filtered and concentrated i. vac. The residue obtained was purified by flash chromatography with 200 g of silica gel and ethyl acetate/e... Starting materials: O=[Zn] (Zinc white), C(CCCCCCCCCCCCCCCCC)(=O)O (stearic acid). Yields the product [Zn] (zinc), C(CCCCCCCCCCCCCCCCC)(=O)[O-] (stearate). RXN SMILES: O=[Zn:2].[C:3]([OH:22])(=[O:21])[CH2:4][CH2:5][CH2:6][CH2:7][CH2:8][CH2:9][CH2:10][CH2:11][CH2:12][CH2:13][CH2:14][CH2:15][CH2:16][CH2:17][CH2:18][CH2:19][CH3:20]>>[Zn:2].[C:3]([O-:22])(=[O:21])[CH2:4][CH2:5][CH2:6][CH2:7][CH2:8][CH2:9][CH2:10][CH2:11][CH2:12][CH2:13][CH2:14][CH2:15][CH2:16][CH2:17][CH2:18][CH2:19][CH3:20]. Procedure: Zinc white is reacted with stearic acid to give zinc, stearate functioning as a vulcanization auxiliary. Reactants: O=Cc1ccccc1, COc1cc(C(F)(F)F)cc(C(F)(F)F)c1C(=O)NC1CCCCC1N. Yields the product COc1cc(C(F)(F)F)cc(C(F)(F)F)c1C(=O)NC1CCCCC1NCc1ccccc1. Reaction SMILES: [CH:27](=[O:28])[c:29]1[cH:30][cH:31][cH:32][cH:33][cH:34]1.[NH2:1][CH:2]1[CH:3]([NH:8][C:9]([c:10]2[c:11]([O:24][CH3:25])[cH:12][c:13]([C:20]([F:21])([F:22])[F:23])[cH:14][c:15]2[C:16]([F:17])([F:18])[F:19])=[O:26])[CH2:4][CH2:5][CH2:6][CH2:7]1>>[NH:1]([CH:2]1[CH:3]([NH:8][C:9]([c:10]2[c:11]([O:24][CH3:25])[cH:12][c:13]([C:20]([F:21])([F:22])[F:23])[cH:14][c:15]2[C:16]([F:17])([F:18])[F:19])=[O:26])[CH2:4][CH2:5][CH2:6][CH2:7]1)[CH2:27][c:29]1[cH:30][cH:31][cH:32][cH:33][cH:34]1.